This data is from the Open Reaction Database (ORD), a public repository of structured organic reaction records. The task is: describe an organic reaction: reactants, conditions, products, and yield Reactants: [BH3-]C#N, CCCN(CCC)Cc1ccc(NC(=O)c2ccc(CNCc3ccc(C)cn3)cc2)cc1, Cn1ccnc1C=O, CO, CC(=O)O, [Na+], [Na+], [OH-]. Product: CCCN(CCC)Cc1ccc(NC(=O)c2ccc(CN(Cc3ccc(C)cn3)Cc3nccn3C)cc2)cc1. RXN SMILES: [C:42]([BH3-:43])#[N:44].[CH2:1]([CH2:2][CH3:3])[N:4]([CH2:5][CH2:6][CH3:7])[CH2:8][c:9]1[cH:10][cH:11][c:12]([NH:15][C:16]([c:17]2[cH:18][cH:19][c:20]([CH2:23][NH:24][CH2:25][c:26]3[n:27][cH:28][c:29]([CH3:32])[cH:30][cH:31]3)[cH:21][cH:22]2)=[O:33])[cH:13][cH:14]1.[CH3:34][n:35]1[c:36]([CH:40]=[O:41])[n:37][cH:38][cH:39]1.[CH3:48][OH:49].[CH3:50][C:51](=[O:52])[OH:53].[Na+:45].[Na+:47].[OH-:46]>>[CH2:1]([CH2:2][CH3:3])[N:4]([CH2:5][CH2:6][CH3:7])[CH2:8][c:9]1[cH:10][cH:11][c:12]([NH:15][C:16]([c:17]2[cH:18][cH:19][c:20]([CH2:23][N:24]([CH2:25][c:26]3[n:27][cH:28][c:29]([CH3:32])[cH:30][cH:31]3)[CH2:40][c:36]3[n:35]([CH3:34])[cH:39][cH:38][n:37]3)[cH:21][cH:22]2)=[O:33])[cH:13][cH:14]1. The reactants are CCCc1ccccc1O, O, O=[N+]([O-])O. Yields the product CCCc1cccc([N+](=O)[O-])c1O. Reaction SMILES: [CH2:1]([CH2:2][CH3:3])[c:4]1[c:5]([OH:10])[cH:6][cH:7][cH:8][cH:9]1.[OH2:15].[OH:11][N+:12]([O-:13])=[O:14]>>[CH2:1]([CH2:2][CH3:3])[c:4]1[c:5]([OH:10])[c:6]([N+:12](=[O:11])[O-:13])[cH:7][cH:8][cH:9]1. The reactants are C(C1=CC=CC=C1)N1CC(CC1)CO[Si](C)(C)C(C)(C)C (1-benzyl-3-t-butyldimethylsilyloxymethylpyrrolidine), ClC(=O)OCC=C (allyl chloroformate). The solvent is C1(=CC=CC=C1)C (toluene). Yields the product C(C=C)OC(=O)N1CC(CC1)CO[Si](C)(C)C(C)(C)C (1-allyloxycarbonyl-3-t-butyldimethylsilyloxymethylpyrrolidine). As a reaction SMILES: C([N:8]1[CH2:12][CH2:11][CH:10]([CH2:13][O:14][Si:15]([C:18]([CH3:21])([CH3:20])[CH3:19])([CH3:17])[CH3:16])[CH2:9]1)C1C=CC=CC=1.Cl[C:23]([O:25][CH2:26][CH:27]=[CH2:28])=[O:24]>C1(C)C=CC=CC=1>[CH2:26]([O:25][C:23]([N:8]1[CH2:12][CH2:11][CH:10]([CH2:13][O:14][Si:15]([C:18]([CH3:21])([CH3:20])[CH3:19])([CH3:16])[CH3:17])[CH2:9]1)=[O:24])[CH:27]=[CH2:28]. Procedure details: A solution of 1-benzyl-3-t-butyldimethylsilyloxymethylpyrrolidine (60.10 g) and allyl chloroformate (25.27 ml) in toluene (600 ml) was heated at 60° C. for one hour. The mixture was concentrated under reduced pressure to give a syrup. The syrup was subjected to a column chromatography on silica gel (500 g), and eluted with a mixture of ethyl acetate and hexane (1:9-3:7, V/V) to give 1-allyloxycarbonyl-3-t-butyldimethylsilyloxymethylpyrrolidine (30.00 g). Reactants: FC(C1=CC=C(C=N1)NC(OCC(Cl)(Cl)Cl)=O)(F)F (2,2,2-trichloroethyl [6-(trifluoromethyl)pyridin-3-yl]carbamate), C1(=CC=CC=C1)C1=NSC(=N1)N1CCNCC1 (1-(3-phenyl-1,2,4-thiadiazol-5-yl)piperazine), C(C)(C)N(CC)C(C)C (diisopropylethylamine), CS(=O)C (dimethylsulfoxide). Run in O (water). The product is C1(=CC=CC=C1)C1=NSC(=N1)N1CCN(CC1)C(=O)NC=1C=NC(=CC1)C(F)(F)F (4-(3-Phenyl-1,2,4-thiadiazol-5-yl)-N-[6-(trifluoromethyl)pyridin-3-yl]piperazine-1-carboxamide). Reaction SMILES: [F:1][C:2]([F:19])([F:18])[C:3]1[N:8]=[CH:7][C:6]([NH:9][C:10](=[O:17])OCC(Cl)(Cl)Cl)=[CH:5][CH:4]=1.[C:20]1([C:26]2[N:30]=[C:29]([N:31]3[CH2:36][CH2:35][NH:34][CH2:33][CH2:32]3)[S:28][N:27]=2)[CH:25]=[CH:24][CH:23]=[CH:22][CH:21]=1.C(N(C(C)C)CC)(C)C.CS(C)=O>O>[C:20]1([C:26]2[N:30]=[C:29]([N:31]3[CH2:36][CH2:35][N:34]([C:10]([NH:9][C:6]4[CH:7]=[N:8][C:3]([C:2]([F:1])([F:18])[F:19])=[CH:4][CH:5]=4)=[O:17])[CH2:33][CH2:32]3)[S:28][N:27]=2)[CH:21]=[CH:22][CH:23]=[CH:24][CH:25]=1. Procedure: A solution of 2,2,2-trichloroethyl [6-(trifluoromethyl)pyridin-3-yl]carbamate (200 mg, 0.593 mmol), 1-(3-phenyl-1,2,4-thiadiazol-5-yl)piperazine (146 mg, 0.593 mmol), diisopropylethylamine (0.207 ml, 1.19 mmol) and dimethylsulfoxide (4 ml) was stirred at 70° C. for 48 hours, the reaction mixture was poured into water and the mixture was extracted with ethyl acetate. The extract was washed with water and dried over anhydrous magnesium sulfate. The solvent was distilled off under reduced pressure.... The reactants are CCCCCCCN(CCOc1ccc(CC(OCC)C(=O)OCC)cc1)C(=O)Nc1ccc(F)cc1F, CCO, Cl, [Na+], [OH-]. Yields the product CCCCCCCN(CCOc1ccc(CC(OCC)C(=O)O)cc1)C(=O)Nc1ccc(F)cc1F. Reaction SMILES: [CH2:1]([CH3:2])[O:3][C:4]([CH:5]([CH2:6][c:7]1[cH:8][cH:9][c:10]([O:13][CH2:14][CH2:15][N:16]([C:17](=[O:18])[NH:19][c:20]2[c:21]([F:27])[cH:22][c:23]([F:26])[cH:24][cH:25]2)[CH2:28][CH2:29][CH2:30][CH2:31][CH2:32][CH2:33][CH3:34])[cH:11][cH:12]1)[O:35][CH2:36][CH3:37])=[O:38].[CH3:42][CH2:43][OH:44].[ClH:41].[Na+:40].[OH-:39]>>[O:3]=[C:4]([CH:5]([CH2:6][c:7]1[cH:8][cH:9][c:10]([O:13][CH2:14][CH2:15][N:16]([C:17](=[O:18])[NH:19][c:20]2[c:21]([F:27])[cH:22][c:23]([F:26])[cH:24][cH:25]2)[CH2:28][CH2:29][CH2:30][CH2:31][CH2:32][CH2:33][CH3:34])[cH:11][cH:12]1)[O:35][CH2:36][CH3:37])[OH:38]. The reactants are CCCCCC, C=CC(CCCCC)c1cc(C)cc(-n2nc3ccccc3n2)c1O. Yields the product CCCCCC(CC)c1cc(C)cc(-n2nc3ccccc3n2)c1O. As a reaction SMILES: [CH3:26][CH2:27][CH2:28][CH2:29][CH2:30][CH3:31].[n:1]1[n:2](-[c:10]2[c:11]([OH:25])[c:12]([CH:17]([CH:18]=[CH2:19])[CH2:20][CH2:21][CH2:22][CH2:23][CH3:24])[cH:13][c:14]([CH3:16])[cH:15]2)[n:3][c:4]2[c:5]1[cH:6][cH:7][cH:8][cH:9]2>>[n:1]1[n:2](-[c:10]2[c:11]([OH:25])[c:12]([CH:17]([CH2:18][CH3:19])[CH2:20][CH2:21][CH2:22][CH2:23][CH3:24])[cH:13][c:14]([CH3:16])[cH:15]2)[n:3][c:4]2[c:5]1[cH:6][cH:7][cH:8][cH:9]2. Reactants: ClCC(=O)NC1=CC=C(C(=O)NC2=C(C=CC=C2C)C)C=C1 (4-[(chloroacetyl)amino]-N-(2,6-dimethylphenyl)benzamide), CNC (dimethylamine). Solvent: O1CCCC1 (tetrahydrofuran). Conditions: time 8 hour. Product: CN(C)CC(=O)NC1=CC=C(C(=O)NC2=C(C=CC=C2C)C)C=C1 (4-([(Dimethylamino)acetyl]amino)-N-(2,6-dimethylphenyl)benzamide). As a reaction SMILES: Cl[CH2:2][C:3]([NH:5][C:6]1[CH:22]=[CH:21][C:9]([C:10]([NH:12][C:13]2[C:18]([CH3:19])=[CH:17][CH:16]=[CH:15][C:14]=2[CH3:20])=[O:11])=[CH:8][CH:7]=1)=[O:4].[CH3:23][NH:24][CH3:25]>O1CCCC1>[CH3:23][N:24]([CH2:2][C:3]([NH:5][C:6]1[CH:22]=[CH:21][C:9]([C:10]([NH:12][C:13]2[C:18]([CH3:19])=[CH:17][CH:16]=[CH:15][C:14]=2[CH3:20])=[O:11])=[CH:8][CH:7]=1)=[O:4])[CH3:25]. Procedure details: A mixture of 3.0 g of 4-[(chloroacetyl)amino]-N-(2,6-dimethylphenyl)benzamide and 22 ml of 40% aqueous dimethylamine in tetrahydrofuran was stirred at room temperature overnight. After the reaction was evaporated to dryness, the residue was taken up in chloroform, washed with 10% aqueous sodium carbonate, water, and a saturated sodium chloride solution, dried over sodium sulfate, and evaporated to dryness. Crystallization from methanol/water provided 2.8 g of the desired title product, m.p. 276°...